This data is from the Open Reaction Database (ORD), a public repository of structured organic reaction records. The task is: describe an organic reaction: reactants, conditions, products, and yield Yields the product COC(=O)c1ccc(C(C)NC(C)=O)c(N)c1. Reaction SMILES: [C+4:22].[C:1]([CH3:2])(=[O:3])[NH:4][CH:5]([CH3:6])[c:7]1[c:8]([N+:17]([O-:18])=[O:19])[cH:9][c:10]([C:11](=[O:12])[O:13][CH3:14])[cH:15][cH:16]1.[CH3:30][OH:31].[H:20][H:21].[OH-:23].[OH-:25].[OH-:26].[OH-:27].[OH-:28].[OH-:29].[Pd+2:24]>>[C:1]([CH3:2])(=[O:3])[NH:4][CH:5]([CH3:6])[c:7]1[c:8]([NH2:17])[cH:9][c:10]([C:11](=[O:12])[O:13][CH3:14])[cH:15][cH:16]1. Starting materials: [C+4], COC(=O)c1ccc(C(C)NC(C)=O)c([N+](=O)[O-])c1, CO, [H][H], [OH-], [OH-], [OH-], [OH-], [OH-], [OH-], [Pd+2]. The reactants are CNCC(C)C, [Cl-], ClCCl, CN(C)C=O, O=C1CC(c2cccc(-c3ccnc(CO)c3)c2)=Nc2cc(OCC(F)(F)F)c(C(F)(F)F)cc2N1, O=S(Cl)Cl. The product is CC(C)CN(C)Cc1cc(-c2cccc(C3=Nc4cc(OCC(F)(F)F)c(C(F)(F)F)cc4NC(=O)C3)c2)ccn1. As a reaction SMILES: [CH2:42]([CH:43]([CH3:44])[CH3:45])[NH:46][CH3:47].[Cl-:41].[Cl:48][CH2:49][Cl:50].[O:51]=[CH:52][N:53]([CH3:54])[CH3:55].[OH:1][CH2:2][c:3]1[n:4][cH:5][cH:6][c:7](-[c:9]2[cH:10][c:11]([C:15]3=[N:16][c:17]4[c:18]([cH:23][c:24]([C:33]([F:34])([F:35])[F:36])[c:25]([O:27][CH2:28][C:29]([F:30])([F:31])[F:32])[cH:26]4)[NH:19][C:20](=[O:22])[CH2:21]3)[cH:12][cH:13][cH:14]2)[cH:8]1.[S:37]([Cl:38])([Cl:39])=[O:40]>>[CH2:2]([c:3]1[n:4][cH:5][cH:6][c:7](-[c:9]2[cH:10][c:11]([C:15]3=[N:16][c:17]4[c:18]([cH:23][c:24]([C:33]([F:34])([F:35])[F:36])[c:25]([O:27][CH2:28][C:29]([F:30])([F:31])[F:32])[cH:26]4)[NH:19][C:20](=[O:22])[CH2:21]3)[cH:12][cH:13][cH:14]2)[cH:8]1)[N:46]([CH2:42][CH:43]([CH3:44])[CH3:45])[CH3:47].